Dataset: the Open Reaction Database (ORD), a public repository of structured organic reaction records. Task: describe an organic reaction: reactants, conditions, products, and yield As a reaction SMILES: [C:38]([O-:39])(=[O:40])[CH3:41].[CH3:46][OH:47].[ClH:43].[NH2:44][OH:45].[Na+:42].[o:1]1[c:2](-[c:10]2[cH:11][c:12]([O:36][CH3:37])[c:13](-[c:16]3[cH:17][cH:18][c:19]([N:22]=[C:23]([c:24]4[cH:25][cH:26][cH:27][cH:28][cH:29]4)[c:30]4[cH:31][cH:32][cH:33][cH:34][cH:35]4)[cH:20][n:21]3)[cH:14][cH:15]2)[n:3][c:4]2[c:5]1[cH:6][cH:7][cH:8][cH:9]2>>[o:1]1[c:2](-[c:10]2[cH:11][c:12]([O:36][CH3:37])[c:13](-[c:16]3[cH:17][cH:18][c:19]([NH2:22])[cH:20][n:21]3)[cH:14][cH:15]2)[n:3][c:4]2[c:5]1[cH:6][cH:7][cH:8][cH:9]2. The reactants are CC(=O)[O-], CO, Cl, NO, [Na+], COc1cc(-c2nc3ccccc3o2)ccc1-c1ccc(N=C(c2ccccc2)c2ccccc2)cn1. Product: COc1cc(-c2nc3ccccc3o2)ccc1-c1ccc(N)cn1. Reactants: CS(C)=O, Fc1nc(Nc2ccc(Cl)cc2)c(Cl)c(N2CCOCC2)n1, N#C[Na]. The product is N#Cc1nc(Nc2ccc(Cl)cc2)c(Cl)c(N2CCOCC2)n1. Reaction SMILES: [CH3:26][S:27]([CH3:28])=[O:29].[Cl:4][c:5]1[c:6]([NH:18][c:19]2[cH:20][cH:21][c:22]([Cl:25])[cH:23][cH:24]2)[n:7][c:8]([F:17])[n:9][c:10]1[N:11]1[CH2:12][CH2:13][O:14][CH2:15][CH2:16]1.[Na:1][C:2]#[N:3]>>[C:2](#[N:3])[c:8]1[n:7][c:6]([NH:18][c:19]2[cH:20][cH:21][c:22]([Cl:25])[cH:23][cH:24]2)[c:5]([Cl:4])[c:10]([N:11]2[CH2:12][CH2:13][O:14][CH2:15][CH2:16]2)[n:9]1. Starting materials: C(C1=CC=CC=C1)[C@@H](C(=O)OCC1=CC=CC=C1)CC=1N(C(SC1)=NC)C (Benzyl (2R)-2-Benzyl-3-(2-methylimino-3-methyl-2,3-dihydrothiazol-4-yl)propionate), Br (HBr). Run in C(C)(=O)O (acetic acid). Yields the product Br.C(C1=CC=CC=C1)[C@@H](C(=O)O)CC=1N(C(SC1)=NC)C ((2R)-2-Benzyl-3-(2-methylimino-3-methyl-2,3 -dihydrothiazol-4-yl)propionic Acid Hydrobromide). Yield: 100.0%. As a reaction SMILES: [CH2:1]([C@H:8]([CH2:19][C:20]1[N:21]([CH3:27])[C:22](=[N:25][CH3:26])[S:23][CH:24]=1)[C:9]([O:11]CC1C=CC=CC=1)=[O:10])[C:2]1[CH:7]=[CH:6][CH:5]=[CH:4][CH:3]=1.[BrH:28]>C(O)(=O)C>[BrH:28].[CH2:1]([C@H:8]([CH2:19][C:20]1[N:21]([CH3:27])[C:22](=[N:25][CH3:26])[S:23][CH:24]=1)[C:9]([OH:11])=[O:10])[C:2]1[CH:3]=[CH:4][CH:5]=[CH:6][CH:7]=1 |f:3.4|. Procedure details: The resultant compound from Example 73 (315 mg, 0.828 mmol) was stirred for 2 h in 30% HBr in acetic acid (5 ml). The solvent was evaporated and the residue was dissolved in water which was washed with ether and lyophillized to afford 310 mg (100%) of the desired product as a foam. 1H NMR (CD3OD) δ7.20-7.35 (m,5H), 6.72 (s,1H), 3.44 (s,3H), 3.08 (s,3H), 2.70-3.20 (m,5H). The reactants are CO, O=C(c1cc(C(F)(F)F)cc(C(F)(F)F)c1)N1CCC(N2CCNCC2)CC1Cc1ccccc1, c1ccc(C2CO2)cc1. Yields the product O=C(c1cc(C(F)(F)F)cc(C(F)(F)F)c1)N1CCC(N2CCN(CC(O)c3ccccc3)CC2)CC1Cc1ccccc1. Reaction SMILES: [CH3:45][OH:46].[F:1][C:2]([c:3]1[cH:4][c:5]([C:6](=[O:7])[N:8]2[CH:9]([CH2:20][c:21]3[cH:22][cH:23][cH:24][cH:25][cH:26]3)[CH2:10][CH:11]([N:14]3[CH2:15][CH2:16][NH:17][CH2:18][CH2:19]3)[CH2:12][CH2:13]2)[cH:27][c:28]([C:30]([F:31])([F:32])[F:33])[cH:29]1)([F:34])[F:35].[O:36]1[CH:37]([c:39]2[cH:40][cH:41][cH:42][cH:43][cH:44]2)[CH2:38]1>>[F:1][C:2]([c:3]1[cH:4][c:5]([C:6](=[O:7])[N:8]2[CH:9]([CH2:20][c:21]3[cH:22][cH:23][cH:24][cH:25][cH:26]3)[CH2:10][CH:11]([N:14]3[CH2:15][CH2:16][N:17]([CH2:38][CH:37]([OH:36])[c:39]4[cH:40][cH:41][cH:42][cH:43][cH:44]4)[CH2:18][CH2:19]3)[CH2:12][CH2:13]2)[cH:27][c:28]([C:30]([F:31])([F:32])[F:33])[cH:29]1)([F:34])[F:35]. The reactants are [OH-].C(CCC)[N+](CCCC)(CCCC)CCCC (tetra-n-butylammonium hydroxide), P(=O)(OCC)(OCC)[O-] (diethyl phosphate). The solvent is O (water), CC(=O)C (acetone). The product is C(C)OP(=O)(OCC)[O-].C(CCC)[N+](CCCC)(CCCC)CCCC (Tetrabutylammonium diethylphosphate). As a reaction SMILES: [OH-].[CH2:2]([N+:6]([CH2:15][CH2:16][CH2:17][CH3:18])([CH2:11][CH2:12][CH2:13][CH3:14])[CH2:7][CH2:8][CH2:9][CH3:10])[CH2:3][CH2:4][CH3:5].[P:19]([O-:27])([O:24][CH2:25][CH3:26])([O:21][CH2:22][CH3:23])=[O:20]>O.CC(C)=O>[CH2:22]([O:21][P:19]([O-:27])([O:24][CH2:25][CH3:26])=[O:20])[CH3:23].[CH2:15]([N+:6]([CH2:2][CH2:3][CH2:4][CH3:5])([CH2:7][CH2:8][CH2:9][CH3:10])[CH2:11][CH2:12][CH2:13][CH3:14])[CH2:16][CH2:17][CH3:18] |f:0.1,5.6|. Procedure: 12.8 ml of tetra-n-butylammonium hydroxide (20% solution in water) is dissolved in 20 ml of water, and 1 g of diethyl phosphate (75%), dissolved in 2 ml of acetone, is added dropwise with stirring and ice-cooling. The solution obtained is lyophilised. Reactants: CCC(=O)Nc1sccc1C(=O)c1ccccc1F, ClCCl, N, O=S(=O)(Cl)Cl. The product is CCC(=O)Nc1sc(Cl)cc1C(=O)c1ccccc1F. Reaction SMILES: [CH3:1][CH2:2][C:3](=[O:4])[NH:5][c:6]1[s:7][cH:8][cH:9][c:10]1[C:11]([c:12]1[c:13]([F:18])[cH:14][cH:15][cH:16][cH:17]1)=[O:19].[Cl:26][CH2:27][Cl:28].[NH3:25].[S:20]([Cl:21])(=[O:22])([Cl:23])=[O:24]>>[CH3:1][CH2:2][C:3](=[O:4])[NH:5][c:6]1[s:7][c:8]([Cl:23])[cH:9][c:10]1[C:11]([c:12]1[c:13]([F:18])[cH:14][cH:15][cH:16][cH:17]1)=[O:19]. Reactants: ClCCCl, CNOC, CCOC(C)=O, CN1CCOCC1, Cl, [Na+], O=C([O-])O, CN(C)C=O, On1nnc2ccccc21, O=C(O)Cc1cccc(-c2ccccn2)c1. Product: CON(C)C(=O)Cc1cccc(-c2ccccn2)c1. Reaction SMILES: [CH2:39]([Cl:40])[CH2:41][Cl:42].[CH3:2][O:3][NH:4][CH3:5].[CH3:53][CH2:54][O:55][C:56]([CH3:57])=[O:58].[CH3:6][N:7]1[CH2:8][CH2:9][O:10][CH2:11][CH2:12]1.[ClH:1].[Na+:47].[O-:43][C:44]([OH:45])=[O:46].[O:48]=[CH:49][N:50]([CH3:51])[CH3:52].[OH:13][n:14]1[c:15]2[c:16]([cH:17][cH:18][cH:19][cH:20]2)[n:21][n:22]1.[n:23]1[c:24](-[c:29]2[cH:30][c:31]([CH2:35][C:36](=[O:37])[OH:38])[cH:32][cH:33][cH:34]2)[cH:25][cH:26][cH:27][cH:28]1>>[CH3:2][O:3][N:4]([CH3:5])[C:36]([CH2:35][c:31]1[cH:30][c:29](-[c:24]2[n:23][cH:28][cH:27][cH:26][cH:25]2)[cH:34][cH:33][cH:32]1)=[O:37]. The reactants are [PdCl(π-allyl)]2, C[Mg]Cl (MeMgCl), [Cl-].[NH4+] (ammonium chloride), solution, Teflon, C1=CC=CC=2C3=CC=CC=C3NC12 (Carbazole), xylenes, S(=O)(=O)(OC1=CC2=CC=CC=C2C=C1)C1=CC=C(C)C=C1 (2-naphthyl tosylate). The reagents and catalysts are CC1(CC1(C2=CC=CC=C2)C3=CC=CC=C3)P(C(C)(C)C)C(C)(C)C (cBRIDP). Run in C1CCOC1 (THF), C1CCOC1 (THF), O (water), C1(=CC=CC=C1)C (toluene). Reaction conditions: temperature 5 celsius. Product: C1=C(C=CC2=CC=CC=C12)N1C2=CC=CC=C2C=2C=CC=CC12 (N-(2-naphthyl)carbazole). Isolated yield 91.7%. Reaction SMILES: [CH:1]1[C:13]2[NH:12][C:11]3[C:6](=[CH:7][CH:8]=[CH:9][CH:10]=3)[C:5]=2[CH:4]=[CH:3][CH:2]=1.C[Mg]Cl.S(C1C=CC(C)=CC=1)(O[C:21]1[CH:30]=[CH:29][C:28]2[C:23](=[CH:24][CH:25]=[CH:26][CH:27]=2)[CH:22]=1)(=O)=O.[Cl-].[NH4+]>C1(C)C=CC=CC=1.CC1(P(C(C)(C)C)C(C)(C)C)C(C2C=CC=CC=2)(C2C=CC=CC=2)C1.O.C1COCC1>[CH:27]1[C:28]2[C:23](=[CH:22][CH:21]=[CH:30][CH:29]=2)[CH:24]=[CH:25][C:26]=1[N:12]1[C:11]2[CH:10]=[CH:9][CH:8]=[CH:7][C:6]=2[C:5]2[C:13]1=[CH:1][CH:2]=[CH:3][CH:4]=2 |f:3.4|. Reported procedure: [PdCl(π-allyl)]2 (5.8 mg, 0.05 mol %) and cBRIDP (22.2 mg, 0.2 mol %) were placed into a 50 mL, two-necked, round bottomed flask equipped a gas inlet, and the flask was evacuated and filled with nitrogen. Subsequently, to the mixture was added dehydrated THF (4.1 mL, 50.5 mmol, 1.6 equivalents) to prepare a catalyst solution. A 200 mL, four-necked, round-bottomed flask equipped with a Teflon® coated magnetic stirring bar, condenser, dropping funnel, thermometer, and a gas inlet was evacuated and... RXN SMILES: [Al+3:2].[CH2:33]([Cl:34])[Cl:35].[CH2:9]([CH2:10][CH2:11][CH2:12][CH3:13])[CH:14]1[CH2:15][CH2:16][CH:17]([c:20]2[cH:21][cH:22][c:23](-[c:26]3[cH:27][cH:28][cH:29][cH:30][cH:31]3)[cH:24][cH:25]2)[CH2:18][CH2:19]1.[CH3:5][C:6]([Cl:7])=[O:8].[Cl-:1].[Cl-:3].[Cl-:4].[ClH:32]>>[CH3:5][C:6](=[O:8])[c:29]1[cH:28][cH:27][c:26](-[c:23]2[cH:22][cH:21][c:20]([CH:17]3[CH2:16][CH2:15][CH:14]([CH2:9][CH2:10][CH2:11][CH2:12][CH3:13])[CH2:19][CH2:18]3)[cH:25][cH:24]2)[cH:31][cH:30]1. The product is CCCCCC1CCC(c2ccc(-c3ccc(C(C)=O)cc3)cc2)CC1. The reactants are [Al+3], ClCCl, CCCCCC1CCC(c2ccc(-c3ccccc3)cc2)CC1, CC(=O)Cl, [Cl-], [Cl-], [Cl-], Cl.